describe an organic reaction: reactants, conditions, products, and yield From a dataset of the Open Reaction Database (ORD), a public repository of structured organic reaction records. Starting materials: CC(O)(c1ccc(N2CCN(S(=O)(=O)c3cccs3)CC2COS(C)(=O)=O)cc1)C(F)(F)F, O=S1(=O)CCNCC1. The product is CC(O)(c1ccc(N2CCN(S(=O)(=O)c3cccs3)CC2CN2CCS(=O)(=O)CC2)cc1)C(F)(F)F. Reaction SMILES: [CH3:1][S:2]([O:3][CH2:6][CH:7]1[N:8]([c:21]2[cH:22][cH:23][c:24]([C:27]([C:28]([F:29])([F:30])[F:31])([CH3:32])[OH:33])[cH:25][cH:26]2)[CH2:9][CH2:10][N:11]([S:13](=[O:14])(=[O:15])[c:16]2[s:17][cH:18][cH:19][cH:20]2)[CH2:12]1)(=[O:4])=[O:5].[S:34]1(=[O:40])(=[O:41])[CH2:35][CH2:36][NH:37][CH2:38][CH2:39]1>>[CH2:6]([CH:7]1[N:8]([c:21]2[cH:22][cH:23][c:24]([C:27]([C:28]([F:29])([F:30])[F:31])([CH3:32])[OH:33])[cH:25][cH:26]2)[CH2:9][CH2:10][N:11]([S:13](=[O:14])(=[O:15])[c:16]2[s:17][cH:18][cH:19][cH:20]2)[CH2:12]1)[N:37]1[CH2:36][CH2:35][S:34](=[O:40])(=[O:41])[CH2:39][CH2:38]1. The reactants are CC(=O)O, FC(F)(F)c1nc(Cl)c2ccccc2n1, [K+], N#C[S-]. Product: N#CSc1nc(C(F)(F)F)nc2ccccc12. As a reaction SMILES: [CH3:20][C:21](=[O:22])[OH:23].[F:1][C:2]([c:3]1[n:4][c:5]2[cH:6][cH:7][cH:8][cH:9][c:10]2[c:11]([Cl:13])[n:12]1)([F:14])[F:15].[K+:19].[S-:16][C:17]#[N:18]>>[F:1][C:2]([c:3]1[n:4][c:5]2[cH:6][cH:7][cH:8][cH:9][c:10]2[c:11]([S:16][C:17]#[N:18])[n:12]1)([F:14])[F:15].